Dataset: the Open Reaction Database (ORD), a public repository of structured organic reaction records. Task: describe an organic reaction: reactants, conditions, products, and yield The reactants are Cc1cccc(C)c1C(=O)NCCC(C)N1CCC(N(Cc2cccc(C#N)c2)c2ccc(OCC(=O)OC(C)(C)C)cc2)CC1, COc1ccccc1, ClCCl, O=C(O)C(F)(F)F. Yields the product Cc1cccc(C)c1C(=O)NCCC(C)N1CCC(N(Cc2cccc(C#N)c2)c2ccc(OCC(=O)O)cc2)CC1. Reaction SMILES: [C:1]([CH3:2])([CH3:3])([CH3:4])[O:5][C:6]([CH2:7][O:8][c:9]1[cH:10][cH:11][c:12]([N:15]([CH:16]2[CH2:17][CH2:18][N:19]([CH:22]([CH2:23][CH2:24][NH:25][C:26]([c:27]3[c:28]([CH3:34])[cH:29][cH:30][cH:31][c:32]3[CH3:33])=[O:35])[CH3:36])[CH2:20][CH2:21]2)[CH2:37][c:38]2[cH:39][c:40]([C:44]#[N:45])[cH:41][cH:42][cH:43]2)[cH:13][cH:14]1)=[O:46].[CH3:47][O:48][c:49]1[cH:50][cH:51][cH:52][cH:53][cH:54]1.[Cl:62][CH2:63][Cl:64].[F:55][C:56]([F:57])([F:58])[C:59]([OH:60])=[O:61]>>[O:5]=[C:6]([CH2:7][O:8][c:9]1[cH:10][cH:11][c:12]([N:15]([CH:16]2[CH2:17][CH2:18][N:19]([CH:22]([CH2:23][CH2:24][NH:25][C:26]([c:27]3[c:28]([CH3:34])[cH:29][cH:30][cH:31][c:32]3[CH3:33])=[O:35])[CH3:36])[CH2:20][CH2:21]2)[CH2:37][c:38]2[cH:39][c:40]([C:44]#[N:45])[cH:41][cH:42][cH:43]2)[cH:13][cH:14]1)[OH:46]. The reactants are C(C)(C)(C)C=1N=C(SC1)NC(=O)C1=CC=2N(C(C(=CN2)C=2N=NNN2)=O)C=C1 (N8-[4-(tert-Butyl)-1,3-thiazol-2-yl]-4-oxo-3-(2H-1,2,3,4-tetrazol-5-yl)-4H-pyrido-[1,2-a]pyrimidine-8-carboxamide), COC1=CC=C(CN2N=C(N=N2)C2=CN=C3N(C2=O)C=CC(=C3)C(=O)O)C=C1 (3-[2-(4-methoxybenzyl)-2H-1,2,3,4-tetrazol-5-yl]-4-oxo-4H-pyrido[1,2-a]pyrimidine-8-carboxylic acid), N1=CC=C(C=C1)C=1N=C(SC1)N (4-(4-pyridyl)-1,3-thiazol-2-amine). The product is N1=CC=C(C=C1)C=1N=C(SC1)NC(=O)C1=CC=2N(C(C(=CN2)C=2N=NNN2)=O)C=C1 (N8-[4-(4-Pyridyl)-1,3-thiazol-2-yl]-4-oxo-3-(2 H-1,2,3,4-tetrazol-5-yl)-4H-pyrido-[1,2-a]pyrimidine-8-carboxamide). RXN SMILES: [C:1]([C:5]1[N:6]=[C:7]([NH:10][C:11]([C:13]2[CH:28]=[CH:27][N:16]3[C:17](=[O:26])[C:18]([C:21]4[N:22]=[N:23][NH:24][N:25]=4)=[CH:19][N:20]=[C:15]3[CH:14]=2)=[O:12])[S:8][CH:9]=1)(C)([CH3:3])[CH3:2].COC1C=CC(CN2N=NC(C3C(=O)N4C=CC(C(O)=O)=C[C:44]4=[N:43][CH:42]=3)=N2)=CC=1.N1C=CC(C2N=C(N)SC=2)=CC=1>>[N:43]1[CH:44]=[CH:2][C:1]([C:5]2[N:6]=[C:7]([NH:10][C:11]([C:13]3[CH:28]=[CH:27][N:16]4[C:17](=[O:26])[C:18]([C:21]5[N:25]=[N:24][NH:23][N:22]=5)=[CH:19][N:20]=[C:15]4[CH:14]=3)=[O:12])[S:8][CH:9]=2)=[CH:3][CH:42]=1. Procedure: Reactions were performed in the same manner as in Example 10, (F) by using 3-[2-(4-methoxybenzyl)-2H-1,2,3,4-tetrazol-5-yl]-4-oxo-4H-pyrido[1,2-a]pyrimidine-8-carboxylic acid (120 mg, 0.32 mmol) and 4-(4-pyridyl)-1,3-thiazol-2-amine (62 mg, 0.35 mmol) to obtain 35.7 mg (27% for the two steps) of the title compound as orange crystals. Starting materials: [Cl-].[NH4+] (ammonium chloride), C([O-])([O-])=O.[K+].[K+] (Potassium carbonate), N1C=NC=C1 (imidazole), CS(=O)(=O)C=1C=C2CCN(C2=CC1)C1=NC=NC(=C1)OC1CCNCC1 (5-(methylsulfonyl)-1-[6-(piperidin-4-yloxy)pyrimidin-4-yl]indoline). The solvent is O1CCOCC1 (dioxane). Yields the product CS(=O)(=O)C=1C=C2CCN(C2=CC1)C1=CC(=NC=N1)OC1CCN(CC1)C(=O)OC1(CCCC1)C (1-methylcyclopentyl 4-({6-[5-(methylsulfonyl)indolin-1-yl]pyrimidin-4-yl}oxy)piperidine-1-carboxylate). The yield is 84.2%. Reaction SMILES: [C:1](=[O:4])([O-])[O-:2].[K+].[K+].N1[CH:11]=[CH:10]N=C1.[CH3:12][S:13]([C:16]1[CH:17]=[C:18]2[C:22](=[CH:23][CH:24]=1)[N:21]([C:25]1[CH:30]=[C:29]([O:31][CH:32]3[CH2:37][CH2:36][NH:35][CH2:34][CH2:33]3)[N:28]=[CH:27][N:26]=1)[CH2:20][CH2:19]2)(=[O:15])=[O:14].[Cl-].[NH4+]>O1CCOCC1>[CH3:12][S:13]([C:16]1[CH:17]=[C:18]2[C:22](=[CH:23][CH:24]=1)[N:21]([C:25]1[N:26]=[CH:27][N:28]=[C:29]([O:31][CH:32]3[CH2:37][CH2:36][N:35]([C:1]([O:2][C:10]4([CH3:11])[CH2:23][CH2:24][CH2:16][CH2:17]4)=[O:4])[CH2:34][CH2:33]3)[CH:30]=1)[CH2:20][CH2:19]2)(=[O:15])=[O:14] |f:0.1.2,5.6|. Procedure: Potassium carbonate (153 mg, 1.11 mmol) and the imidazole compound (129 mg, 0.665 mmol) were added to a dioxane (10 mL) solution of the 5-(methylsulfonyl)-1-[6-(piperidin-4-yloxy)pyrimidin-4-yl]indoline (82.9 mg, 0.222 mmol) produced in Reference Example 28, and the mixture was heated to reflux for 8 hours. To the reaction solution, a saturated aqueous solution of ammonium chloride was added, followed by extraction with ethyl acetate. The obtained organic layer was dried over anhydrous sodium su... Starting materials: BrCCBr, COc1cc(C)ccc1O, Cl, [H-], [Na+], CN(C)C=O. Yields the product COc1cc(C)ccc1OCCBr. As a reaction SMILES: [Br:13][CH2:14][CH2:15][Br:16].[CH3:1][O:2][c:3]1[c:4]([OH:10])[cH:5][cH:6][c:7]([CH3:9])[cH:8]1.[ClH:17].[H-:11].[Na+:12].[O:18]=[CH:19][N:20]([CH3:21])[CH3:22]>>[CH3:1][O:2][c:3]1[c:4]([O:10][CH2:15][CH2:14][Br:13])[cH:5][cH:6][c:7]([CH3:9])[cH:8]1.